This data is from the Open Reaction Database (ORD), a public repository of structured organic reaction records. The task is: describe an organic reaction: reactants, conditions, products, and yield Reactants: COc1cc(N)cc(OC)c1OC, CCN=C=NCCCN(C)C, Cl, CN(C)C=O, On1nnc2ccccc21, O=C(O)CCCCCBr. As a reaction SMILES: [CH3:23][O:24][c:25]1[cH:26][c:27]([NH2:28])[cH:29][c:30]([O:34][CH3:35])[c:31]1[O:32][CH3:33].[CH3:2][N:3]([CH3:4])[CH2:5][CH2:6][CH2:7][N:8]=[C:9]=[N:10][CH2:11][CH3:12].[ClH:1].[O:45]=[CH:46][N:47]([CH3:48])[CH3:49].[OH:13][n:14]1[c:15]2[c:16]([cH:17][cH:18][cH:19][cH:20]2)[n:21][n:22]1.[OH:36][C:37](=[O:38])[CH2:39][CH2:40][CH2:41][CH2:42][CH2:43][Br:44]>>[CH3:23][O:24][c:25]1[cH:26][c:27]([NH:28][C:37](=[O:36])[CH2:39][CH2:40][CH2:41][CH2:42][CH2:43][Br:44])[cH:29][c:30]([O:34][CH3:35])[c:31]1[O:32][CH3:33]. The product is COc1cc(NC(=O)CCCCCBr)cc(OC)c1OC. RXN SMILES: [CH2:1]([O:3][C:4](=[O:36])[CH2:5][N:6]1[CH2:11][CH2:10][N:9]([C:12](=[O:35])[C:13]2[CH:18]=[CH:17][CH:16]=[C:15]([C@@H:19]([N:27]3[CH2:32][C@@H:31]([CH3:33])[NH:30][CH2:29][C@@H:28]3[CH3:34])[C:20]3[CH:25]=[CH:24][CH:23]=[C:22]([OH:26])[CH:21]=3)[CH:14]=2)[CH2:8][CH2:7]1)[CH3:2].[CH:37]1([CH:40]=O)[CH2:39][CH2:38]1>>[CH2:1]([O:3][C:4](=[O:36])[CH2:5][N:6]1[CH2:11][CH2:10][N:9]([C:12](=[O:35])[C:13]2[CH:18]=[CH:17][CH:16]=[C:15]([C@@H:19]([N:27]3[CH2:32][C@@H:31]([CH3:33])[N:30]([CH2:40][CH:37]4[CH2:39][CH2:38]4)[CH2:29][C@@H:28]3[CH3:34])[C:20]3[CH:25]=[CH:24][CH:23]=[C:22]([OH:26])[CH:21]=3)[CH:14]=2)[CH2:8][CH2:7]1)[CH3:2]. Product: C(C)OC(CN1CCN(CC1)C(C1=CC(=CC=C1)[C@H](C1=CC(=CC=C1)O)N1[C@H](CN([C@@H](C1)C)CC1CC1)C)=O)=O ((4-{3-[(R)-((2S,5R)-4-Cyclopropylmethyl-2,5-dimethyl-piperazin-1-yl)-(3-hydroxy-phenyl)-methyl]-benzoyl}-piperazin-1-yl)-acetic acid ethyl ester). Reactants: C(C)OC(CN1CCN(CC1)C(C1=CC(=CC=C1)[C@H](C1=CC(=CC=C1)O)N1[C@H](CN[C@@H](C1)C)C)=O)=O ((4-{3-[(R)-((2S,5R)-2,5-dimethyl-piperazin-1-yl)-(3-hydroxy-phenyl)-methyl]-benzoyl}-piperazin-1-yl)-acetic acid ethyl ester), C1(CC1)C=O (cyclopropanecarboxaldehyde). Procedure: The title compound was made by a procedure identical to that of Example 66 except that a shorter reaction time (2 hours) was used to combine 1.50 g of (4-{3-[(R)-((2S,5R)-2,5-dimethyl-piperazin-1-yl)-(3-hydroxy-phenyl)-methyl]-benzoyl}-piperazin-1-yl)-acetic acid ethyl ester (3.03 mmol) and 0.43 g of cyclopropanecarboxaldehyde (6.07 mmol, 2 equiv.) to give 0.73 g (44%) of the title compound as a white solid. 1H NMR (300 MHz, d6-DMSO): □ 0.02-0.03 (t, 2H); 0.38-0.41 (d, J=7.7 Hz, 2H); 0.73-0.75 (... Isolated yield 43.9%. Starting materials: FC1=C(C=CC=C1)[N+](=O)[O-] (2-Fluoronitrobenzene), ClC1=CC=C(C=C1)S (4-chlorothio phenol), C([O-])([O-])=O.[K+].[K+] (potassium carbonate). Solvent: C(C)O (ethanol). Run at temperature 60 celsius, time 5 hour. Yields the product ClC1=CC=C(C=C1)SC1=C(C=CC=C1)[N+](=O)[O-] (2-(4-Chlorophenylthio)nitrobenzene). The yield is 76.2%. RXN SMILES: F[C:2]1[CH:7]=[CH:6][CH:5]=[CH:4][C:3]=1[N+:8]([O-:10])=[O:9].[Cl:11][C:12]1[CH:17]=[CH:16][C:15]([SH:18])=[CH:14][CH:13]=1.C(=O)([O-])[O-].[K+].[K+]>C(O)C>[Cl:11][C:12]1[CH:17]=[CH:16][C:15]([S:18][C:2]2[CH:7]=[CH:6][CH:5]=[CH:4][C:3]=2[N+:8]([O-:10])=[O:9])=[CH:14][CH:13]=1 |f:2.3.4|. Procedure details: 2-Fluoronitrobenzene (1.5 g) and 4-chlorothio phenol (1.5 g) were dissolved in ethanol (30 ml) and potassium carbonate (1.4 g) was added thereto, followed by stirring at 60° C. for five hours. Subsequently, the solvent was removed under reduced pressure and the residue was dissolved in water (50 ml). The resultant solution was subjected to extraction with ethyl acetate (30 ml×2). The organic layer was washed sequentially with water and saturated brine and dried over anhydrous sodium sulfate. The... Reactants: C(CCC)C1=NOC(=C1CO)C ((3-butyl-5-methyl-isoxazol-4-yl)-methanol), S(=O)(Cl)Cl (thionyl chloride). The solvent is ClCCl (dichloromethane). Run at time 1 hour. Product: C(CCC)C1=NOC(=C1CCl)C (3-Butyl-4-chloromethyl-5-methyl-isoxazole). Isolated yield 88.5%. As a reaction SMILES: [CH2:1]([C:5]1[C:9]([CH2:10]O)=[C:8]([CH3:12])[O:7][N:6]=1)[CH2:2][CH2:3][CH3:4].S(Cl)([Cl:15])=O>ClCCl>[CH2:1]([C:5]1[C:9]([CH2:10][Cl:15])=[C:8]([CH3:12])[O:7][N:6]=1)[CH2:2][CH2:3][CH3:4]. Procedure details: To a solution of (3-butyl-5-methyl-isoxazol-4-yl)-methanol (1.00 g, 5.9 mmol) in dichloromethane (10 mL) was added thionyl chloride (1.41 g, 11.8 mmol) dropwise at 0° C. After 1 h, the reaction mixture was evaporated to afford the title compound (980 mg, 88%) as a light brown liquid. MS: m/e=208.1 [M+H]+. Run in C1CCOC1 (THF), C1(=CC=CC=C1)C (toluene). Procedure: Trans-6-(2-(4-Carboxyphenyl)ethenyl]-1(2H)-phthalazinone (46 g), thionyl chloride (315 ml) and DMF (2 ml) were mixed and heated slowly to 42° C. and maintained at 42°-48° C. until the gas evolution subsided. The reaction mixture was diluted with toluene and filtered to give the crude acid chloride (52 g). The crude acid chloride (25 g) was dissolved in THF (1250 ml) and 3-dimethylaminopropylamide (250 ml) was added dropwise. After stirring overnight at room temperature the precipitate was filter... Reaction conditions: temperature 42 celsius, time 8 hour. As a reaction SMILES: [C:1]([C:4]1[CH:9]=[CH:8][C:7](/[CH:10]=[CH:11]/[C:12]2[CH:13]=[C:14]3[C:19](=[CH:20][CH:21]=2)[C:18](=[O:22])[NH:17][N:16]=[CH:15]3)=[CH:6][CH:5]=1)([OH:3])=O.S(Cl)(Cl)=O.CN(C=O)C.[CH3:32][N:33]([CH3:38])[CH2:34][CH2:35][CH2:36][NH-:37]>C1(C)C=CC=CC=1.C1COCC1>[CH3:32][N:33]([CH3:38])[CH2:34][CH2:35][CH2:36][NH:37][C:1]([C:4]1[CH:9]=[CH:8][C:7](/[CH:10]=[CH:11]/[C:12]2[CH:13]=[C:14]3[C:19](=[CH:20][CH:21]=2)[C:18](=[O:22])[NH:17][N:16]=[CH:15]3)=[CH:6][CH:5]=1)=[O:3]. Product: CN(CCCNC(=O)C1=CC=C(C=C1)/C=C/C=1C=C2C=NNC(C2=CC1)=O)C (Trans-6-[2-[4-[3-Dimethylaminopropyl]aminocarbonylphenyl]ethenyl]-1(2H)-phthalazinone). Reactants: C(=O)(O)C1=CC=C(C=C1)/C=C/C=1C=C2C=NNC(C2=CC1)=O (Trans-6-(2-(4-Carboxyphenyl)ethenyl]-1(2H)-phthalazinone), S(=O)(Cl)Cl (thionyl chloride), CN(C)C=O (DMF), acid chloride, CN(CCC[NH-])C (3-dimethylaminopropylamide).